This data is from the Open Reaction Database (ORD), a public repository of structured organic reaction records. The task is: describe an organic reaction: reactants, conditions, products, and yield Reactants: CC(C)c1ccc(N)cc1, O=C(Cl)Oc1ccc([N+](=O)[O-])cc1, ClCCl, c1ccncc1. Yields the product CC(C)c1ccc(NC(=O)Oc2ccc([N+](=O)[O-])cc2)cc1. As a reaction SMILES: [CH:1]([CH3:2])([CH3:3])[c:4]1[cH:5][cH:6][c:7]([NH2:8])[cH:9][cH:10]1.[Cl:11][C:12](=[O:13])[O:14][c:15]1[cH:16][cH:17][c:18]([N+:21](=[O:22])[O-:23])[cH:19][cH:20]1.[Cl:24][CH2:25][Cl:26].[cH:27]1[cH:28][cH:29][n:30][cH:31][cH:32]1>>[CH:1]([CH3:2])([CH3:3])[c:4]1[cH:5][cH:6][c:7]([NH:8][C:12](=[O:13])[O:14][c:15]2[cH:16][cH:17][c:18]([N+:21](=[O:22])[O-:23])[cH:19][cH:20]2)[cH:9][cH:10]1. Starting materials: COCC1=CC=NC=C1 (4-methoxymethyl-pyridine), CI (methyl iodide). The solvent is C(C)#N (acetonitrile). Run at time 5 hour. Product: [I-].COCC1=CC=[N+](C=C1)C (4-methoxymethyl-1-methyl-pyridinium iodide). Isolated yield 88.0%. As a reaction SMILES: [CH3:1][O:2][CH2:3][C:4]1[CH:9]=[CH:8][N:7]=[CH:6][CH:5]=1.[CH3:10][I:11]>C(#N)C>[I-:11].[CH3:1][O:2][CH2:3][C:4]1[CH:9]=[CH:8][N+:7]([CH3:10])=[CH:6][CH:5]=1 |f:3.4|. Procedure: A solution of 4.8 g (0.039 mol) of 4-methoxymethyl-pyridine in 25 ml of acetonitrile is mixed with 6.6 g (0.047 mol) of methyl iodide and stirred for 5 hours at ambient temperature. Then the partially precipitated quaternary salt is precipitated by the addition of ethyl acetate. 9.1 g (88% of theory) of 4-methoxymethyl-1-methyl-pyridinium iodide are obtained, m.p. 105°-108° C. Starting materials: ClC1=CC=C(C=C1)C(C1=CC=CC=C1)Cl (1-chloro-4-(chloro-phenyl-methyl)-benzene), N1CCNCC1 (piperazine), C(=O)([O-])[O-].[K+].[K+] (K2CO3). The solvent is CC(CC)=O (butanone). Yields the product ClC1=CC=C(C=C1)C(O)C1=CC=CC=C1 ((4-Chloro-phenyl)-phenyl-methanol). Yield: 57.0%. RXN SMILES: [Cl:1][C:2]1[CH:7]=[CH:6][C:5]([CH:8](Cl)[C:9]2[CH:14]=[CH:13][CH:12]=[CH:11][CH:10]=2)=[CH:4][CH:3]=1.N1CCNCC1.C([O-])([O-])=[O:23].[K+].[K+]>CC(=O)CC>[Cl:1][C:2]1[CH:7]=[CH:6][C:5]([CH:8]([C:9]2[CH:14]=[CH:13][CH:12]=[CH:11][CH:10]=2)[OH:23])=[CH:4][CH:3]=1 |f:2.3.4|. Procedure details: A mixture of 1-chloro-4-(chloro-phenyl-methyl)-benzene (4.12 g, 17.4 mmol) in butanone (20 ml), anhydrous piperazine (5.98 g, 69.6 mmol), anhydrous K2CO3 (2.40 g, 17.4 mmol) and KI (2.88 g, 17.4 mmol) was refluxed under nitrogen for 18 hours. The mixture was then cooled and filtered and the solvent removed in vacuo. The residue was dissolved in CH2Cl2 (100 ml) and washed with water (30 ml). Drying and removal of the solvent followed by chromatography (CH2Cl2:CH3OH:NH4OH 90:10:0.5) afforded desir... Reactants: O=C(OCC)C=1C(=CC=CC1C)C. The reagents and catalysts are O1B(OC(C)(C)C1(C)C)B2OC(C)(C)C(O2)(C)C, [K].OC(C)(C)C, O=C1C=CC=2C=CC=C(C3=CN=C(C=C3)C=4N=CC=CC4)C2N1, C[OH2+].C[OH2+].C1CC=CCCC=C1.C1CC=CCCC=C1.[Ir].[Ir]. Run in O1CCCC1. Reaction conditions: temperature 80 celsius, time 12 hour. Product: O=C(OCC)C=1C(=CC(=CC1C)B2OC(C)(C)C(O2)(C)C)C. The yield is 70.0%.